Task: describe an organic reaction: reactants, conditions, products, and yield. Dataset: the Open Reaction Database (ORD), a public repository of structured organic reaction records Starting materials: S1C(=CC=C1)C=1OC=C(N1)CCCO (3-[2-(2-thienyl)-4-oxazolyl]propanol), OC1=CC=C(C=C1)CCCN1C=NC=C1 (1-[3-(4-hydroxyphenyl)propyl]imidazole). Yields the product N1(C=NC=C1)CCCC1=CC=C(OCCCC=2N=C(OC2)C=2SC=CC2)C=C1 (4-[3-[4-[3-(1-imidazolyl)propyl]phenoxy]propyl]-2-(2-thienyl)oxazole). Yield: 72.0%. Reaction SMILES: [S:1]1[CH:5]=[CH:4][CH:3]=[C:2]1[C:6]1[O:7][CH:8]=[C:9]([CH2:11][CH2:12][CH2:13][OH:14])[N:10]=1.O[C:16]1[CH:21]=[CH:20][C:19]([CH2:22][CH2:23][CH2:24][N:25]2[CH:29]=[CH:28][N:27]=[CH:26]2)=[CH:18][CH:17]=1>>[N:25]1([CH2:24][CH2:23][CH2:22][C:19]2[CH:20]=[CH:21][C:16]([O:14][CH2:13][CH2:12][CH2:11][C:9]3[N:10]=[C:6]([C:2]4[S:1][CH:5]=[CH:4][CH:3]=4)[O:7][CH:8]=3)=[CH:17][CH:18]=2)[CH:29]=[CH:28][N:27]=[CH:26]1. Procedure details: In substantially the same manner as in Working Example 146, 3-[2-(2-thienyl)-4-oxazolyl]propanol was mesylated and then reacted with 1-[3-(4-hydroxyphenyl)propyl]imidazole to obtain 4-[3-[4-[3-(1-imidazolyl)propyl]phenoxy]propyl]-2-(2-thienyl)oxazole. The yield was 72%. Recrystallization from ethyl acetate-hexane gave colorless prisms, mp 99-100° C. Reactants: O1CCOC=2C=NC(=CC21)CNC2CC(N(CC2)CCN2C(C=CC1=NC=C(C=C21)OC)=O)C (1-(2-(4-((2,3-dihydro(1,4)dioxino(2,3-c)pyridin-7-ylmethyl)amino)-2-methylpiperidin-1-yl)ethyl)-7-methoxy-1,5-naphthyridin-2(1H)-one), Cl.C(C)(=O)OCC (hydrogen chloride ethyl acetate). Solvent: C(C)(=O)OCC (ethyl acetate). Product: Cl.O1CCOC=2C=NC(=CC21)CNC2CC(N(CC2)CCN2C(C=CC1=NC=C(C=C21)OC)=O)C (1-(2-(4-((2,3-dihydro(1,4)dioxino(2,3-c)pyridin-7-ylmethyl)amino)-2-methylpiperidin-1-yl)ethyl)-7-methoxy-1,5-naphthyridin-2(1H)-one hydrochloride). RXN SMILES: [O:1]1[C:10]2[CH:9]=[C:8]([CH2:11][NH:12][CH:13]3[CH2:18][CH2:17][N:16]([CH2:19][CH2:20][N:21]4[C:30]5[C:25](=[N:26][CH:27]=[C:28]([O:31][CH3:32])[CH:29]=5)[CH:24]=[CH:23][C:22]4=[O:33])[CH:15]([CH3:34])[CH2:14]3)[N:7]=[CH:6][C:5]=2[O:4][CH2:3][CH2:2]1.[ClH:35].C(OCC)(=O)C>C(OCC)(=O)C>[ClH:35].[O:1]1[C:10]2[CH:9]=[C:8]([CH2:11][NH:12][CH:13]3[CH2:18][CH2:17][N:16]([CH2:19][CH2:20][N:21]4[C:30]5[C:25](=[N:26][CH:27]=[C:28]([O:31][CH3:32])[CH:29]=5)[CH:24]=[CH:23][C:22]4=[O:33])[CH:15]([CH3:34])[CH2:14]3)[N:7]=[CH:6][C:5]=2[O:4][CH2:3][CH2:2]1 |f:1.2,4.5|. Reported procedure: To a solution of 53 mg of 1-(2-(4-((2,3-dihydro(1,4)dioxino(2,3-c)pyridin-7-ylmethyl)amino)-2-methylpiperidin-1-yl)ethyl)-7-methoxy-1,5-naphthyridin-2(1H)-one in 1 mL of ethyl acetate, 0.23 mL of a 4.0 mol/L hydrogen chloride/ethyl acetate solution was added at room temperature, and after stirring, the solid was filtered off to obtain 40 mg of 1-(2-(4-((2,3-dihydro(1,4)dioxino(2,3-c)pyridin-7-ylmethyl)amino)-2-methylpiperidin-1-yl)ethyl)-7-methoxy-1,5-naphthyridin-2(1H)-one hydrochloride as a li... The reactants are FC1=CC=C(C=C1)S (4-fluorobenzenethiol), C([O-])([O-])=O.[K+].[K+] (potassium carbonate), FC=1C=C(C=O)C=CC1F (3,4-difluorobenzaldehyde). The solvent is CN(C=O)C (N,N-dimethylformamide). Conditions: time 16 hour. Product: FC=1C=C(C=O)C=CC1SC1=CC=C(C=C1)F (3-fluoro-4-(4-fluorophenylsulfanyl)benzaldehyde). Isolated yield 10.2%. Reaction SMILES: [F:1][C:2]1[CH:7]=[CH:6][C:5]([SH:8])=[CH:4][CH:3]=1.C(=O)([O-])[O-].[K+].[K+].[F:15][C:16]1[CH:17]=[C:18]([CH:21]=[CH:22][C:23]=1F)[CH:19]=[O:20]>CN(C)C=O>[F:15][C:16]1[CH:17]=[C:18]([CH:21]=[CH:22][C:23]=1[S:8][C:5]1[CH:6]=[CH:7][C:2]([F:1])=[CH:3][CH:4]=1)[CH:19]=[O:20] |f:1.2.3|. Procedure details: A mixture of 4-fluorobenzenethiol (0.93 g), potassium carbonate (3.1 g) and N,N-dimethylformamide (25 mL) was treated with 3,4-difluorobenzaldehyde (1.0 g), and the resulting mixture was stirred at room temperature for 16 hours. The mixture was partitioned between water and ethyl acetate, and the organic phase was dried over magnesium sulfate. The solvent was removed under reduced pressure to afford the title compound as a colourless gum (0.18 g). Product: NC=1C=CC(=C(C1)S(=O)(=O)NC(C)(C)C)C(=O)N(C)C (5-Amino-N-tert.-butyl-2-dimethylaminocarbonyl-benzenesulfonamide). Procedure: 23.6 g of zinc powder are added to a suspension of 22.0 g of N-tert.-butyl-2-dimethylaminocarbonyl-5-nitro-benzenesulfonamide (Example d), 18.2 g of ammonium chloride, 70 ml of water and 150 ml of methanol. The mixture is then stirred at 50° C. When the reaction has ended, the solid is filtered off. After the solid has been washed with ethyl acetate, the filtrate is concentrated, the residue is taken up in ethyl acetate and the mixture is washed with water. After drying over MgSO4, the organic p... Reaction SMILES: [C:1]([NH:5][S:6]([C:9]1[CH:14]=[C:13]([N+:15]([O-])=O)[CH:12]=[CH:11][C:10]=1[C:18]([N:20]([CH3:22])[CH3:21])=[O:19])(=[O:8])=[O:7])([CH3:4])([CH3:3])[CH3:2].[Cl-].[NH4+].O>[Zn].CO>[NH2:15][C:13]1[CH:12]=[CH:11][C:10]([C:18]([N:20]([CH3:22])[CH3:21])=[O:19])=[C:9]([S:6]([NH:5][C:1]([CH3:4])([CH3:3])[CH3:2])(=[O:7])=[O:8])[CH:14]=1 |f:1.2|. Run at temperature 50 celsius. The reactants are C(C)(C)(C)NS(=O)(=O)C1=C(C=CC(=C1)[N+](=O)[O-])C(=O)N(C)C (N-tert.-butyl-2-dimethylaminocarbonyl-5-nitro-benzenesulfonamide), [Cl-].[NH4+] (ammonium chloride), O (water). Run in CO (methanol). The reagents and catalysts are [Zn] (zinc).